Dataset: the Open Reaction Database (ORD), a public repository of structured organic reaction records. Task: describe an organic reaction: reactants, conditions, products, and yield Starting materials: C(CCC)N1CCN(CC1)C1=CC2=C(NC(=N2)C2=CC(=C(C=C2)N)[N+](=O)[O-])C=C1 (4-[5-(4-butyl-piperazin-1-yl)-1H-benzoimidazol-2-yl]-2-nitro-phenylamine). Reagents/catalysts: [Pd] (palladium on carbon). The solvent is C(C)(=O)OCC.CO (ethyl acetate methanol). Run at time 1 day. The product is C(CCC)N1CCN(CC1)C1=CC2=C(NC(=N2)C=2C=C(C(=CC2)N)N)C=C1 (4-[5-(4-butyl-piperazin-1-yl)-1H-benzoimidazol-2-yl]-benzene-1,2-diamine). RXN SMILES: [CH2:1]([N:5]1[CH2:10][CH2:9][N:8]([C:11]2[CH:29]=[CH:28][C:14]3[NH:15][C:16]([C:18]4[CH:23]=[CH:22][C:21]([NH2:24])=[C:20]([N+:25]([O-])=O)[CH:19]=4)=[N:17][C:13]=3[CH:12]=2)[CH2:7][CH2:6]1)[CH2:2][CH2:3][CH3:4]>[Pd].C(OCC)(=O)C.CO>[CH2:1]([N:5]1[CH2:6][CH2:7][N:8]([C:11]2[CH:29]=[CH:28][C:14]3[NH:15][C:16]([C:18]4[CH:19]=[C:20]([NH2:25])[C:21]([NH2:24])=[CH:22][CH:23]=4)=[N:17][C:13]=3[CH:12]=2)[CH2:9][CH2:10]1)[CH2:2][CH2:3][CH3:4] |f:2.3|. Procedure: To a solution of 4-[5-(4-butyl-piperazin-1-yl)-1H-benzoimidazol-2-yl]-2-nitro-phenylamine (1.0 g, 2.5 mmol) in 4:1 ethyl acetate/methanol (100 ml) under nitrogen, was added 5% palladium on carbon (120 mg) and the mixture was first evacuated and then stirred at room temperature under an atmosphere of hydrogen for 1 day. The reaction mixture was then filtered through Celite, washed with 1:1 ethyl acetate/methanol (10 mL) and the combined filtrate and washings were concentrated to give the crude 4-... The reactants are COC1=C(OC[C@@H](COS(=O)(=O)C)OS(=O)(=O)C)C(=CC=C1)OC (Methanesulfonic acid (S)-3-(2,6-dimethoxy-phenoxy)-2-methanesulfonyloxy-propyl ester), ice, O (water), B(Br)(Br)Br (Boron tribromide). The solvent is ClCCl (dichloromethane). Yields the product OC1=C(OC[C@@H](COS(=O)(=O)C)OS(=O)(=O)C)C(=CC=C1)O (Methanesulfonic acid (S)-3-(2,6-dihydroxy-phenoxy)-2-methanesulfonyloxy-propyl ester). Yield: 88.7%. As a reaction SMILES: C[O:2][C:3]1[CH:22]=[CH:21][CH:20]=[C:19]([O:23]C)[C:4]=1[O:5][CH2:6][C@H:7]([O:14][S:15]([CH3:18])(=[O:17])=[O:16])[CH2:8][O:9][S:10]([CH3:13])(=[O:12])=[O:11].B(Br)(Br)Br.O>ClCCl>[OH:23][C:19]1[CH:20]=[CH:21][CH:22]=[C:3]([OH:2])[C:4]=1[O:5][CH2:6][C@H:7]([O:14][S:15]([CH3:18])(=[O:16])=[O:17])[CH2:8][O:9][S:10]([CH3:13])(=[O:11])=[O:12]. Procedure: Methanesulfonic acid (S)-3-(2,6-dimethoxy-phenoxy)-2-methanesulfonyloxy-propyl ester (3.08 g, 8.00 mmol) in) in dichloromethane (40 ml) was cooled to 0° C. and stirred under nitrogen atmosphere. Boron tribromide (1 M solution in dichloromethane, 18 ml, 18 mmol) was added in 15 min. The mixture was stirred at +25° C. for 4 h, and poured on mixture of ice (10 g) and water (15 ml), and the layers were separated. Organic phase was recovered and water layer was extracted twice with dichloromethane (1... Starting materials: Cl.COC([C@H]1NC[C@@H](C1)O)=O (L-hydroxyproline methylester hydrochloride), C(=O)(OCC1C2=CC=CC=C2C2=CC=CC=C12)ON1C(=O)CCC1=O (Fmoc-OSu). The solvent is C([O-])([O-])=O.[Na+].[Na+].C1CCOC1 (sodium carbonate THF). The product is N1([C@H](C(=O)OC)CC(C1)O)C(=O)OCC1C2=CC=CC=C2C2=CC=CC=C12 (Fmoc-Pro(4-OH)—OMe). RXN SMILES: Cl.[CH3:2][O:3][C:4](=[O:11])[C@@H:5]1[CH2:9][C@@H:8]([OH:10])[CH2:7][NH:6]1.[C:12](ON1C(=O)CCC1=O)([O:14][CH2:15][CH:16]1[C:28]2[C:23](=[CH:24][CH:25]=[CH:26][CH:27]=2)[C:22]2[C:17]1=[CH:18][CH:19]=[CH:20][CH:21]=2)=[O:13]>C(=O)([O-])[O-].[Na+].[Na+].C1COCC1>[N:6]1([C:12]([O:14][CH2:15][CH:16]2[C:17]3[C:22](=[CH:21][CH:20]=[CH:19][CH:18]=3)[C:23]3[C:28]2=[CH:27][CH:26]=[CH:25][CH:24]=3)=[O:13])[CH2:7][CH:8]([OH:10])[CH2:9][C@H:5]1[C:4]([O:3][CH3:2])=[O:11] |f:0.1,3.4.5.6|. Procedure details: L-hydroxyproline methylester hydrochloride is reacted with Fmoc-OSu in aqueous 1.0 N sodium carbonate/THF at room temperature. After completion of the reaction, Fmoc-Pro(4-OH)—OMe is isolated by precipitation. Fmoc-Pro(4-OH)—OMe is then added dropwise into a solution of trisphosgene (0.6 eq.) in THF to give a chlorocarbonate intermediate. After 1 h dimethylaminopyridine (1.0 eq.) and N-Boc-diaminoethane (6.0 eq.) are added and the reaction is stirred at room temperature. After completion of the ... Yields the product COC(=O)c1cc(OC(C)c2ccccc2Cl)c(C(=O)OC)s1. Reaction SMILES: [CH2:56]1[O:57][CH2:58][CH2:59][CH2:60]1.[CH3:42][O:43][C:44](=[O:45])[c:46]1[s:47][c:48]([C:52](=[O:53])[O:54][CH3:55])[cH:49][c:50]1[OH:51].[Cl:13][c:14]1[c:15]([CH:20]([CH3:21])[OH:22])[cH:16][cH:17][cH:18][cH:19]1.[O:1]=[C:2]([O:3][CH2:4][CH3:5])[N:6]=[N:7][C:8]([O:9][CH2:10][CH3:11])=[O:12].[c:23]1([P:24]([c:25]2[cH:26][cH:27][cH:28][cH:29][cH:30]2)[c:31]2[cH:32][cH:33][cH:34][cH:35][cH:36]2)[cH:37][cH:38][cH:39][cH:40][cH:41]1>>[Cl:13][c:14]1[c:15]([CH:20]([CH3:21])[O:22][c:50]2[c:46]([C:44]([O:43][CH3:42])=[O:45])[s:47][c:48]([C:52](=[O:53])[O:54][CH3:55])[cH:49]2)[cH:16][cH:17][cH:18][cH:19]1. Reactants: C1CCOC1, COC(=O)c1cc(O)c(C(=O)OC)s1, CC(O)c1ccccc1Cl, CCOC(=O)N=NC(=O)OCC, c1ccc(P(c2ccccc2)c2ccccc2)cc1. Reactants: C(CCC(=O)O)(=O)O (succinic acid), C(C)(C)(C)C=1NC(=C(N1)C1=CC=C2C(=N1)N(C(=N2)N)CC(C)(C)C)C2=CC=C(C=C2)F (5-[2-tert-butyl-5-(4-fluoro-phenyl)-1H-imidazol-4-yl]-3-(2,2-dimethyl-propyl)-3H-imidazo[4,5-b]pyridin-2-ylamine), O (water). The solvent is CC(=O)C (acetone), CC(=O)C (acetone). The product is C(CCC(=O)O)(=O)O.C(C)(C)(C)C=1NC(=C(N1)C1=CC=C2C(=N1)N(C(=N2)N)CC(C)(C)C)C2=CC=C(C=C2)F (5-[2-tert-Butyl-5-(4-fluoro-phenyl)-1H-imidazol-4-yl]-3-(2,2-dimethyl-propyl)-3H-imidazo[4,5-b]pyridin-2-ylamine succinate). RXN SMILES: [C:1]([C:5]1[NH:6][C:7]([C:25]2[CH:30]=[CH:29][C:28]([F:31])=[CH:27][CH:26]=2)=[C:8]([C:10]2[N:15]=[C:14]3[N:16]([CH2:20][C:21]([CH3:24])([CH3:23])[CH3:22])[C:17]([NH2:19])=[N:18][C:13]3=[CH:12][CH:11]=2)[N:9]=1)([CH3:4])([CH3:3])[CH3:2].[C:32]([OH:39])(=[O:38])[CH2:33][CH2:34][C:35]([OH:37])=[O:36].O>CC(C)=O>[C:32]([OH:39])(=[O:38])[CH2:33][CH2:34][C:35]([OH:37])=[O:36].[C:1]([C:5]1[NH:6][C:7]([C:25]2[CH:26]=[CH:27][C:28]([F:31])=[CH:29][CH:30]=2)=[C:8]([C:10]2[N:15]=[C:14]3[N:16]([CH2:20][C:21]([CH3:24])([CH3:23])[CH3:22])[C:17]([NH2:19])=[N:18][C:13]3=[CH:12][CH:11]=2)[N:9]=1)([CH3:2])([CH3:3])[CH3:4] |f:4.5|. Reported procedure: Dissolve 126 mg (0.3 mmol) 5-[2-tert-butyl-5-(4-fluoro-phenyl)-1H-imidazol-4-yl]-3-(2,2-dimethyl-propyl)-3H-imidazo[4,5-b]pyridin-2-ylamine in 2.0 mL 88% acetone*. Add a solution of 71 mg succinic acid in 1 mL warm 88% acetone* incrementally. Add seed crystals and filter the resultant precipitate. Air dry to provide 123 mg (63%) of very light purple crystals. *(remainder water by volume) Reactants: N1=C(C=CC=C1)C#CCCO (4-(pyridin-2-yl)but-3-yn-1-ol), BrC=1C=CC(NC1)=O (5-bromo-1H-pyridin-2-one). Product: BrC=1C=CC(N(C1)CCC#CC1=NC=CC=C1)=O (5-Bromo-1-(4-pyridin-2-yl-but-3-ynyl)-1H-pyridin-2-one), BrC=1C=CC(N(C1)C#CCCC1=NC=CC=C1)=O (5-bromo-1-(4-pyridin-2-yl-but-ynyl)-1H-pyridin-2-one). Yield: 46.2%. As a reaction SMILES: [N:1]1[CH:6]=[CH:5][CH:4]=[CH:3][C:2]=1[C:7]#[C:8][CH2:9][CH2:10]O.[Br:12][C:13]1[CH:14]=[CH:15][C:16](=[O:19])[NH:17][CH:18]=1>>[Br:12][C:13]1[CH:14]=[CH:15][C:16](=[O:19])[N:17]([CH2:10][CH2:9][C:8]#[C:7][C:2]2[CH:3]=[CH:4][CH:5]=[CH:6][N:1]=2)[CH:18]=1.[Br:12][C:13]1[CH:14]=[CH:15][C:16](=[O:19])[N:17]([C:10]#[C:9][CH2:8][CH2:7][C:2]2[CH:3]=[CH:4][CH:5]=[CH:6][N:1]=2)[CH:18]=1. Procedure details: The title compound was prepared in accordance with the general method of Example 109(D), from 4-(pyridin-2-yl)but-3-yn-1-ol (700 mg, 4.76 mmol, Example 3(A)) and 5-bromo-1H-pyridin-2-one (870 mg, 5.00 mmol). The crude residue was purified by flash chromatography (cyclohexane/AcOEt 9:1) to yield 334 mg (1.10 mmol, 23%) of 5-bromo-1-(4-pyridin-2-yl-but-ynyl)-1H-pyridin-2-one.